This data is from the Open Reaction Database (ORD), a public repository of structured organic reaction records. The task is: describe an organic reaction: reactants, conditions, products, and yield Starting materials: N,O-bis(trimethylacetamide), Cl.C1(=CC=CC=C1)C(CNC1=C2N=CNC2=NC(=N1)CNS(=O)(=O)CC(C)C)C1=CC=CC=C1 (N-({6-[(2,2-diphenylethyl)amino]-9H-purin-2-yl}methyl)-2-methyl-1-propanesulfonamide hydrochloride), C(C)(=O)O[C@H]1[C@H](OC(C)=O)[C@H](OC(C)=O)[C@H](O1)COC(C)=O (β-D-ribofuranose-1,2,3,5-tetraacetate), C[Si](C)(C)OS(=O)(=O)C(F)(F)F (trimethylsilyltriflate). Solvent: ClC(C)(Cl)Cl (1,1,1-trichloroethane), C(C)(=O)OCC (ethyl acetate). Yields the product C(C)(=O)O[C@@H]1[C@H](O[C@H]([C@@H]1OC(C)=O)N1C2=NC(=NC(=C2N=C1)NCC(C1=CC=CC=C1)C1=CC=CC=C1)CNS(=O)(=O)CC(C)C)COC(C)=O ((2R,3R,4R,5R)-4-(Acetyloxy)-2-[(acetyloxy)methyl]-5-(6-[(2,2-diphenylethyl)amino]-2-{[(isobutylsulfonyl)amino]methyl}-9H-purin-9-yl)tetrahydro-3-furanyl acetate). RXN SMILES: Cl.[C:2]1([CH:8]([C:29]2[CH:34]=[CH:33][CH:32]=[CH:31][CH:30]=2)[CH2:9][NH:10][C:11]2[N:19]=[C:18]([CH2:20][NH:21][S:22]([CH2:25][CH:26]([CH3:28])[CH3:27])(=[O:24])=[O:23])[N:17]=[C:16]3[C:12]=2[N:13]=[CH:14][NH:15]3)[CH:7]=[CH:6][CH:5]=[CH:4][CH:3]=1.C(O[C@@H:39]1[O:51][C@H:50]([CH2:52][O:53][C:54](=[O:56])[CH3:55])[C@@H:45]([O:46][C:47](=[O:49])[CH3:48])[C@H:40]1[O:41][C:42](=[O:44])[CH3:43])(=O)C.C[Si](OS(C(F)(F)F)(=O)=O)(C)C>ClC(Cl)(Cl)C.C(OCC)(=O)C>[C:47]([O:46][C@H:45]1[C@@H:40]([O:41][C:42](=[O:44])[CH3:43])[C@H:39]([N:15]2[CH:14]=[N:13][C:12]3[C:16]2=[N:17][C:18]([CH2:20][NH:21][S:22]([CH2:25][CH:26]([CH3:28])[CH3:27])(=[O:23])=[O:24])=[N:19][C:11]=3[NH:10][CH2:9][CH:8]([C:2]2[CH:3]=[CH:4][CH:5]=[CH:6][CH:7]=2)[C:29]2[CH:30]=[CH:31][CH:32]=[CH:33][CH:34]=2)[O:51][C@@H:50]1[CH2:52][O:53][C:54](=[O:56])[CH3:55])(=[O:49])[CH3:48] |f:0.1|. Reported procedure: A suspension of N-({6-[(2,2-diphenylethyl)amino]-9H-purin-2-yl}methyl)-2-methyl-1-propanesulfonamide hydrochloride (Preparation 8) (0.21 g, 0.42 mmol) in 1,1,1-trichloroethane (10 ml) was treated with N,O-bis(trimethylacetamide) (0.6 ml, 2.45 mmol) and the mixture was heated under reflux for 2 hours. The solvent was removed under reduced pressure and the residue was azeotroped with toluene (×2). The residue was dissolved in toluene (10 ml) and treated with the β-D-ribofuranose-1,2,3,5-tetraaceta... Starting materials: 3h, BrC1=C(C=CC(=C1)[N+](=O)[O-])/C=C/C=1NC2=CC=C(C=C2C1)OC (2-[(E)-2-(2-Bromo-4-nitrophenyl)ethenyl]-5-methoxy-1H-indole), [Si](C)(C)(C(C)(C)C)OCCCBr (3-bromopropyl tert-butyl(dimethyl)silyl ether), C1(C=CC(N1)=O)=O (maleimide). The solvent is CO (methanol), Cl (hydrochloric acid), O (water). Product: OCCCN1C=2C=CC(=CC2C=2C3=C(C(=CC12)C1=CC=CC=C1)C(NC3=O)=O)OC (6-(3-Hydroxypropyl)-9-methoxy-4-phenylpyrrolo[3,4-c]carbazole-1,3(2H,6H)-dione). Isolated yield 23.0%. As a reaction SMILES: Br[C:2]1[CH:7]=[C:6]([N+]([O-])=O)[CH:5]=[CH:4][C:3]=1/[CH:11]=[CH:12]/[C:13]1[NH:14][C:15]2[C:20]([CH:21]=1)=[CH:19][C:18]([O:22][CH3:23])=[CH:17][CH:16]=2.[Si]([O:31][CH2:32][CH2:33][CH2:34]Br)(C(C)(C)C)(C)C.[C:36]1(=[O:42])[NH:40][C:39](=[O:41])[CH:38]=[CH:37]1>CO.Cl.O>[OH:31][CH2:32][CH2:33][CH2:34][N:14]1[C:13]2[CH:12]=[C:11]([C:3]3[CH:4]=[CH:5][CH:6]=[CH:7][CH:2]=3)[C:37]3[C:36](=[O:42])[NH:40][C:39](=[O:41])[C:38]=3[C:21]=2[C:20]2[CH:19]=[C:18]([O:22][CH3:23])[CH:17]=[CH:16][C:15]1=2. Procedure details: 5-Methoxy-2-[(E,Z)-2-phenylethenyl]-1H-indole (II; Ar=phenyl) (6.85 g, 27.5 mmol) was reacted with with 3-bromopropyl tert-butyl(dimethyl)silyl ether using the procedure described in example 38. The product isolated was reacted directly with maleimide (5.2 g) using the procedure described in example 68. Aromatisation of the crude Diels-Alder adduct using the procedure described in example 79 gave crude material that was then dissolved in methanol (300 mL) to which 1N hydrochloric acid (50 mL) wa... Reactants: COC1=CC=C(C=C1)C=1SC=2CC3=C(C2C1)N(N=C3C3=CC=C(C=C3)OC)COCC[Si](C)(C)C (2,6-Bis-(4-methoxy-phenyl)-4-(2-trimethylsilanyl-ethoxymethyl)-4,7-dihydro-1-thia-4,5-diaza-cyclopenta[a]pentalene), Cl (HCl). Run in CO (MeOH). Run at temperature 100 celsius. The product is COC1=CC=C(C=C1)C=1SC=2CC3=C(C2C1)NN=C3C3=CC=C(C=C3)OC (2,6-Bis-(4-methoxy-phenyl)-4,7-dihydro-1-thia-4,5-diaza-cyclopenta[a]pentalene). Yield: 95.0%. As a reaction SMILES: [CH3:1][O:2][C:3]1[CH:8]=[CH:7][C:6]([C:9]2[S:10][C:11]3[CH2:12][C:13]4[C:19]([C:20]5[CH:25]=[CH:24][C:23]([O:26][CH3:27])=[CH:22][CH:21]=5)=[N:18][N:17](COCC[Si](C)(C)C)[C:14]=4[C:15]=3[CH:16]=2)=[CH:5][CH:4]=1.Cl>CO>[CH3:1][O:2][C:3]1[CH:4]=[CH:5][C:6]([C:9]2[S:10][C:11]3[CH2:12][C:13]4[C:19]([C:20]5[CH:21]=[CH:22][C:23]([O:26][CH3:27])=[CH:24][CH:25]=5)=[N:18][NH:17][C:14]=4[C:15]=3[CH:16]=2)=[CH:7][CH:8]=1. Procedure details: 2,6-Bis-(4-methoxy-phenyl)-4-(2-trimethylsilanyl-ethoxymethyl)-4,7-dihydro-1-thia-4,5-diaza-cyclopenta[a]pentalene (0.11 g, 0.2 mmol) was dissolved in MeOH and treated with concentrated HCl (0.06 mL, 2.0 mmol). The reaction mixture was heated at 100° C. for 4 hr. The solution was cooled to room temperature and the resultant precipitate was filtered, washed with MeOH and concentrated under reduced pressure to provide the corresponding 2,6-Bis-(4-methoxy-phenyl)-4,7-dihydro-1-thia-4,5-diaza-cyclop...